Dataset: the Open Reaction Database (ORD), a public repository of structured organic reaction records. Task: describe an organic reaction: reactants, conditions, products, and yield The reactants are NC=1C=NC=CC1 (3-aminopyridine), [Cl-].[NH4+] (ammonium chloride), mercaptans, NC1=NC=CC=C1 (amino pyridine), t-BOC, C(C)(C)(C)OC(=O)NC1C=NC=CS1 (3-t-butoxycarbonylamino-4-thia-pyridine), Cl (HCl), [S] (sulfur), NC=1C=NC=CC1 (3-aminopyridine), C(C)(C)(C)OC(=O)OC(=O)OC(C)(C)C (di-t-butyldicarbonate), t-butoxycarbonyl (t-BOC), C(CCC)[Li] (n-butyllithium). The solvent is C(C)(=O)O (acetic acid), O1CCCC1 (tetrahydrofuran). Yields the product Cl.NC=1C=NC=CC1S (3-amino-4-mercaptopyridine hydrochloride). RXN SMILES: [NH2:1][C:2]1[CH:3]=[N:4][CH:5]=[CH:6][CH:7]=1.C(OC(OC(OC(C)(C)C)=O)=O)(C)(C)C.NC1C=CC=CN=1.C([Li])CCC.[S].[Cl-:36].[NH4+].C(OC(NC1[S:51]C=CN=C1)=O)(C)(C)C.Cl>O1CCCC1.C(O)(=O)C>[ClH:36].[NH2:1][C:2]1[CH:3]=[N:4][CH:5]=[CH:6][C:7]=1[SH:51] |f:5.6,11.12,^3:34|. Procedure details: In Scheme (3), 3-aminopyridine is acylated with di-t-butyldicarbonate to introduce the t-butoxycarbonyl (t-BOC) protecting group. (It will be appreciated that two other pyridinothiazolothio mercaptans may be prepared by known methodology using other amino pyridine isomers.) The t-BOC protected 3-aminopyridine is then treated with n-butyllithium in tetrahydrofuran followed by elemental sulfur (S8), followed by treatment with saturated ammonium chloride. The resulting 3-t-butoxycarbonylamino-4-thi...